From a dataset of the Open Reaction Database (ORD), a public repository of structured organic reaction records. describe an organic reaction: reactants, conditions, products, and yield Reactants: COc1ccnc2cc(-c3cnc4c(n3)c(C(=O)NC(C(=O)N3CC(C#N)C3)C3CC3)cn4COCC[Si](C)(C)C)sc12, C[Si](C)(C)CCOCn1cc(C(=O)NC(C(=O)N2CC(C#N)C2)C2CC2)c2nc(-c3cc4nccc(Cl)c4s3)cnc21. The product is COc1ccnc2cc(-c3cnc4[nH]cc(C(=O)NC(C(=O)N5CC(C#N)C5)C5CC5)c4n3)sc12. Reaction SMILES: [C:1](#[N:2])[CH:3]1[CH2:4][N:5]([C:7]([CH:8]([CH:9]2[CH2:10][CH2:11]2)[NH:12][C:13](=[O:14])[c:15]2[cH:16][n:17]([CH2:35][O:36][CH2:37][CH2:38][Si:39]([CH3:40])([CH3:41])[CH3:42])[c:18]3[n:19][cH:20][c:21](-[c:24]4[cH:25][c:26]5[n:27][cH:28][cH:29][c:30]([O:33][CH3:34])[c:31]5[s:32]4)[n:22][c:23]23)=[O:43])[CH2:6]1.[C:44]([CH:45]1[CH2:46][N:47]([C:48](=[O:49])[CH:50]([NH:51][C:52]([c:53]2[c:54]3[c:55]([n:56][cH:57][c:58](-[c:59]4[s:60][c:61]5[c:62]([n:63][cH:64][cH:65][c:66]5[Cl:67])[cH:68]4)[n:69]3)[n:70]([CH2:71][O:72][CH2:73][CH2:74][Si:75]([CH3:76])([CH3:77])[CH3:78])[cH:79]2)=[O:80])[CH:81]2[CH2:82][CH2:83]2)[CH2:84]1)#[N:85]>>[C:1](#[N:2])[CH:3]1[CH2:4][N:5]([C:7]([CH:8]([CH:9]2[CH2:10][CH2:11]2)[NH:12][C:13](=[O:14])[c:15]2[cH:16][nH:17][c:18]3[n:19][cH:20][c:21](-[c:24]4[cH:25][c:26]5[n:27][cH:28][cH:29][c:30]([O:33][CH3:34])[c:31]5[s:32]4)[n:22][c:23]23)=[O:43])[CH2:6]1. Starting materials: NC1=C(NC2=CC(=CC=C12)Cl)C(C1=CC=CC=C1)=O (3-amino-2-benzoyl-6-chloroindole), CCC(=S)O (methylthioacetic acid). Product: C(C1=CC=CC=C1)(=O)C=1NC2=CC(=CC=C2C1NC(CC)=S)Cl (2-Benzoyl-6-chloro-3-(methylthioacetylamino)indole). Reaction SMILES: [NH2:1][C:2]1[C:10]2[C:5](=[CH:6][C:7]([Cl:11])=[CH:8][CH:9]=2)[NH:4][C:3]=1[C:12](=[O:19])[C:13]1[CH:18]=[CH:17][CH:16]=[CH:15][CH:14]=1.[CH3:20][CH2:21][C:22](O)=[S:23]>>[C:12]([C:3]1[NH:4][C:5]2[C:10]([C:2]=1[NH:1][C:22](=[S:23])[CH2:21][CH3:20])=[CH:9][CH:8]=[C:7]([Cl:11])[CH:6]=2)(=[O:19])[C:13]1[CH:18]=[CH:17][CH:16]=[CH:15][CH:14]=1. Procedure: The title compound was prepared according to the procedure described in Example 114 employing 3-amino-2-benzoyl-6-chloroindole (Example 1) and methylthioacetic acid. m.p.: 63-70° C. 1H-NMR (CDCl3) δ: 10.78 (1H, br s), 8.42 (1H, br s), 8.16 (1H, d, J=9.2 Hz), 7.86-7.79 (2H, m), 7.68-7.53 (3H, m), 7.31 (1H, d, J=1.8 Hz), 7.12 (1H, dd, J=9.2, 1.8 Hz), 3.39 (2H, s), 2.23 (3H, s) Starting materials: BrCC=1C=CC=2N=C(N=C(C2N1)N1CCOCC1)Cl (4-(6-(bromomethyl)-2-chloropyrido[3,2-d]pyrimidin-4-yl)morpholine), N1CCC(CC1)C(C)(C)O (2-(piperidin-4-yl)propan-2-ol). Yields the product ClC=1N=C(C2=C(N1)C=CC(=N2)CN2CCC(CC2)C(C)(C)O)N2CCOCC2 (2-(1-((2-chloro-4-morpholinopyrido[3,2-d]pyrimidin-6-yl)methyl)piperidin-4-yl)propan-2-ol). As a reaction SMILES: Br[CH2:2][C:3]1[CH:4]=[CH:5][C:6]2[N:7]=[C:8]([Cl:19])[N:9]=[C:10]([N:13]3[CH2:18][CH2:17][O:16][CH2:15][CH2:14]3)[C:11]=2[N:12]=1.[NH:20]1[CH2:25][CH2:24][CH:23]([C:26]([OH:29])([CH3:28])[CH3:27])[CH2:22][CH2:21]1>>[Cl:19][C:8]1[N:9]=[C:10]([N:13]2[CH2:18][CH2:17][O:16][CH2:15][CH2:14]2)[C:11]2[N:12]=[C:3]([CH2:2][N:20]3[CH2:25][CH2:24][CH:23]([C:26]([OH:29])([CH3:28])[CH3:27])[CH2:22][CH2:21]3)[CH:4]=[CH:5][C:6]=2[N:7]=1. Reported procedure: Following General Procedure B, 4-(6-(bromomethyl)-2-chloropyrido[3,2-d]pyrimidin-4-yl)morpholine 7 and 2-(piperidin-4-yl)propan-2-ol were reacted to give 2-(1-((2-chloro-4-morpholinopyrido[3,2-d]pyrimidin-6-yl)methyl)piperidin-4-yl)propan-2-ol. LCMS (MH+)=406.1. 1H-NMR (DMSO-d6): δ 8.02 (d, 1H), 7.83 (d, 1H), 4.46 (s, br, 4H), 4.01 (s, 1H), 3.78 (m, 4H), 3.68 (s, 2H), 2.88 (m, 2H), 1.96 (m, 2H), 1.65 (m, 2H), 1.25 (m, 3H), 1.03 (s, 6H) Starting materials: C=CCC1CCC(c2cccc(F)c2F)CN(Cc2ccc(OC)cc2OC)C1=O, C=CCC1CCC(c2cccc(F)c2F)CN(Cc2ccc(OC)cc2OC)C1=O, ClCCl, O=C(O)C(F)(F)F. RXN SMILES: [CH2:38]([CH:39]1[CH2:40][CH2:41][CH:42]([c:43]2[cH:44][cH:45][cH:46][c:47]([F:48])[c:49]2[F:50])[CH2:51][N:52]([CH2:53][c:54]2[cH:55][cH:56][c:57]([O:58][CH3:59])[cH:60][c:61]2[O:62][CH3:63])[C:64]1=[O:65])[CH:66]=[CH2:67].[CH2:8]([CH:9]=[CH2:10])[CH:11]1[C:12](=[O:37])[N:13]([CH2:26][c:27]2[cH:28][cH:29][c:30]([O:31][CH3:32])[cH:33][c:34]2[O:35][CH3:36])[CH2:14][CH:15]([c:18]2[c:19]([F:25])[c:20]([F:24])[cH:21][cH:22][cH:23]2)[CH2:16][CH2:17]1.[Cl:68][CH2:69][Cl:70].[OH:1][C:2]([C:3]([F:4])([F:5])[F:6])=[O:7]>>[CH2:8]([CH:9]=[CH2:10])[CH:11]1[C:12](=[O:37])[NH:13][CH2:14][CH:15]([c:18]2[c:19]([F:25])[c:20]([F:24])[cH:21][cH:22][cH:23]2)[CH2:16][CH2:17]1. Product: C=CCC1CCC(c2cccc(F)c2F)CNC1=O. Procedure details: A solution of ethyl 2-(hydroxymethyl)-3,4-dimethyl-7-oxo-4,7-dihydrothieno[3,2-b]pyridine-6-carboxylate (627 mg, 2.23 mmol), 4-chlorobenzylamine (2.0 mL, 16.4 mmol), 0.5 M sodium methoxide in methanol (25 mL, 8.92 mmol) and methanol (10 mL) was stirred under nitrogen in a tightly capped 250 mL round bottom flask at 50° C. for 24 hours. The initial solution slowly dropped a thick white precipitate during the reaction. After cooling to room temperature, the mixture was filtered, and the collected ... Solvent: CO (methanol), CO (methanol), CO (methanol). RXN SMILES: [OH:1][CH2:2][C:3]1[S:11][C:10]2[C:9](=[O:12])[C:8]([C:13]([O:15]CC)=O)=[CH:7][N:6]([CH3:18])[C:5]=2[C:4]=1[CH3:19].[Cl:20][C:21]1[CH:28]=[CH:27][C:24]([CH2:25][NH2:26])=[CH:23][CH:22]=1.C[O-].[Na+]>CO>[Cl:20][C:21]1[CH:28]=[CH:27][C:24]([CH2:25][NH:26][C:13]([C:8]2[C:9](=[O:12])[C:10]3[S:11][C:3]([CH2:2][OH:1])=[C:4]([CH3:19])[C:5]=3[N:6]([CH3:18])[CH:7]=2)=[O:15])=[CH:23][CH:22]=1 |f:2.3|. Isolated yield 69.6%. Reactants: OCC1=C(C=2N(C=C(C(C2S1)=O)C(=O)OCC)C)C (ethyl 2-(hydroxymethyl)-3,4-dimethyl-7-oxo-4,7-dihydrothieno[3,2-b]pyridine-6-carboxylate), ClC1=CC=C(CN)C=C1 (4-chlorobenzylamine), C[O-].[Na+] (sodium methoxide), initial solution. Yields the product ClC1=CC=C(CNC(=O)C=2C(C3=C(N(C2)C)C(=C(S3)CO)C)=O)C=C1 (N-(4-chlorobenzyl)-2-(hydroxymethyl)-3,4-dimethyl-7-oxo-4,7-dihydrothieno[3,2-b]pyridine-6-carboxamide).